Dataset: the Open Reaction Database (ORD), a public repository of structured organic reaction records. Task: describe an organic reaction: reactants, conditions, products, and yield The reactants are C1COCCO1, COC(=O)c1ccc(CNc2c(Cl)ccc3c2CCN(C(=O)C(F)(F)F)CC3)cc1F, [Na+], [OH-], O. The product is COC(=O)c1ccc(CNc2c(Cl)ccc3c2CCNCC3)cc1F. RXN SMILES: [CH2:34]1[O:35][CH2:36][CH2:37][O:38][CH2:39]1.[Cl:3][c:4]1[c:5]([NH:21][CH2:22][c:23]2[cH:24][c:25]([F:33])[c:26]([C:29](=[O:30])[O:31][CH3:32])[cH:27][cH:28]2)[c:6]2[c:7]([cH:19][cH:20]1)[CH2:8][CH2:9][N:10]([C:13](=[O:14])[C:15]([F:16])([F:17])[F:18])[CH2:11][CH2:12]2.[Na+:2].[OH-:1].[OH2:40]>>[Cl:3][c:4]1[c:5]([NH:21][CH2:22][c:23]2[cH:24][c:25]([F:33])[c:26]([C:29](=[O:30])[O:31][CH3:32])[cH:27][cH:28]2)[c:6]2[c:7]([cH:19][cH:20]1)[CH2:8][CH2:9][NH:10][CH2:11][CH2:12]2. Starting materials: [I-].[Na+] (sodium iodide), Br.CC=1SC=CN1 (2-methylthiazole hydrobromide), C([O-])([O-])=O.[Na+].[Na+] (sodium carbonate), S1N=C(C2=C1C=CC=C2)N2CCNCC2 (N-benzisothiazolylpiperazine), C(C)(C)N(CC)C(C)C (diisopropylethyl amine). The solvent is CC(=O)CC(C)C (methylisobutyl ketone), C(Cl)Cl (methylene chloride). The product is S1N=C(C2=C1C=CC=C2)N2CCN(CC2)CCCCC2=CC=C(C=C2)C=2N=C(SC2)C (4-(4-(4-(4-(3-Benzisothiazolyl)piperazinyl)butyl)-phenyl)-2-methylthiazole). RXN SMILES: Br.[CH3:2][C:3]1[S:4][CH:5]=[CH:6][N:7]=1.[S:8]1[C:12]2[CH:13]=[CH:14][CH:15]=[CH:16][C:11]=2[C:10]([N:17]2[CH2:22][CH2:21][NH:20][CH2:19][CH2:18]2)=[N:9]1.C(N([CH:29]([CH3:31])[CH3:30])CC)(C)C.C(=O)([O-])[O-].[Na+].[Na+].[I-].[Na+]>C(Cl)Cl.CC(CC(C)C)=O>[S:8]1[C:12]2[CH:13]=[CH:14][CH:15]=[CH:16][C:11]=2[C:10]([N:17]2[CH2:18][CH2:19][N:20]([CH2:13][CH2:14][CH2:15][CH2:16][C:30]3[CH:29]=[CH:31][C:12]([C:6]4[N:7]=[C:3]([CH3:2])[S:4][CH:5]=4)=[CH:11][CH:10]=3)[CH2:21][CH2:22]2)=[N:9]1 |f:0.1,4.5.6,7.8|. Procedure details: To a 100 ml round-bottomed flask equipped with condenser and N2 inlet were added 1.43 g (4.11 mmol) 4-(4-chlorobutyl)phenyl)-2-methylthiazole hydrobromide, 0.90 g. (4.11 mmol) N-benzisothiazolylpiperazine, 0.72 g (4.11 mmol) diisopropylethyl amine, 0.87 g (8.22 mmol) sodium carbonate, 2 mg sodium iodide, and 40 ml methylisobutyl ketone. The reaction was refluxed 31 hours, cooled, filtered, and the filtrate evaporated. The residue was chromatographed on silica gel using ethyl acetate/methylene ch... Reactants: CO (methanol), ice, Cl (hydrogen chloride), O([Si](C)(C)C(C)(C)C)CC(CCC#N)CCC (4-(t-butyldimethylsiloxymethyl)heptanenitrile), solution, [H-].C(C(C)C)[Al+]CC(C)C (diisobutylaluminum hydride). Run in CCOCC (ether), C1(=CC=CC=C1)C (toluene), C1(=CC=CC=C1)C (toluene). Conditions: temperature -70 celsius, time 3.25 hour. Yields the product O([Si](C)(C)C(C)(C)C)CC(CCC=O)CCC (4-(t-butyldimethylsiloxymethyl)heptanal). Isolated yield 81.4%. As a reaction SMILES: [O:1]([CH2:9][CH:10]([CH2:15][CH2:16][CH3:17])[CH2:11][CH2:12][C:13]#N)[Si:2]([C:5]([CH3:8])([CH3:7])[CH3:6])([CH3:4])[CH3:3].[H-].C([Al+]CC(C)C)C(C)C.C[OH:29].Cl>C1(C)C=CC=CC=1.CCOCC>[O:1]([CH2:9][CH:10]([CH2:15][CH2:16][CH3:17])[CH2:11][CH2:12][CH:13]=[O:29])[Si:2]([C:5]([CH3:8])([CH3:7])[CH3:6])([CH3:4])[CH3:3] |f:1.2|. Procedure: To a solution of 12.15 g (47.6 mmol) of 4-(t-butyldimethylsiloxymethyl)heptanenitrile in 120 mL of toluene at -70° C., under argon, was added 35.3 mL (53.0 mmol) of a 1.5 M solution of diisobutylaluminum hydride in toluene. After stirring at -70° C. for 3.25 hr, 36.5 mL of methanol was added and the mixture was poured into a mixture of ca. 200 mL of ether, ca. 100 g of ice and 214 mL of 3N hydrogen chloride solution. The aquenous layer was separated and extracted with 3×200 mL of ether. The comb... Starting materials: N (ammonia), ClC1=CC=C(CNC(=C[N+](=O)[O-])SC)C=C1 (1-(4-chlorobenzyl)amino-1-methylthio-2-nitroethylene), CCO (EtOH), N (ammonia). The solvent is C1CCOC1 (THF). Run at temperature 60 celsius, time 5.5 hour. The product is NC(=C[N+](=O)[O-])NCC1=CC=C(C=C1)Cl (1-Amino-1-(4-chlorobenzyl)amino-2-nitroethylene). Isolated yield 48.8%. As a reaction SMILES: [Cl:1][C:2]1[CH:16]=[CH:15][C:5]([CH2:6][NH:7][C:8](SC)=[CH:9][N+:10]([O-:12])=[O:11])=[CH:4][CH:3]=1.CCO.[NH3:20]>C1COCC1>[NH2:20][C:8]([NH:7][CH2:6][C:5]1[CH:15]=[CH:16][C:2]([Cl:1])=[CH:3][CH:4]=1)=[CH:9][N+:10]([O-:12])=[O:11]. Reported procedure: To 2.59 g (0.01 mole) of 1-(4-chlorobenzyl)amino-1-methylthio-2-nitroethylene were added 45 ml of EtOH, 10 ml of THF and 1.02 g of 25% aqueous ammonia and the mixture was stirred at an external temperature of 60° C. for 5.5 hours. During this period, 1.02 g each of 25% aqueous ammonia was added after 1, 2 and 3 hours of reaction. The reaction mixture was ice-cooled and stirred, whereupon crystals separated out. The crystals were collected by filtration, washed with EtOH and ether in that order, ... The reactants are COC(=O)c1cc(S(C)(=O)=O)c(Oc2ccc(S(=O)(=O)Cl)c(S(F)(F)(F)(F)F)c2)cc1C, Cl, [Na+], [Na+], [Na+], [OH-], O, O=S([O-])[O-]. Product: COC(=O)c1cc(S(C)(=O)=O)c(Oc2ccc(S(=O)[O-])c(S(F)(F)(F)(F)F)c2)cc1C, [Na+]. Reaction SMILES: [CH3:1][O:2][C:3]([c:4]1[c:5]([CH3:31])[cH:6][c:7]([O:14][c:15]2[cH:16][c:17]([S:25]([F:26])([F:27])([F:28])([F:29])[F:30])[c:18]([S:21](=[O:22])(=[O:23])[Cl:24])[cH:19][cH:20]2)[c:8]([S:10](=[O:11])(=[O:12])[CH3:13])[cH:9]1)=[O:32].[ClH:41].[Na+:37].[Na+:38].[Na+:40].[OH-:39].[OH2:42].[S:33]([O-:34])([O-:35])=[O:36]>>[CH3:1][O:2][C:3]([c:4]1[c:5]([CH3:31])[cH:6][c:7]([O:14][c:15]2[cH:16][c:17]([S:25]([F:26])([F:27])([F:28])([F:29])[F:30])[c:18]([S:21](=[O:22])[O-:23])[cH:19][cH:20]2)[c:8]([S:10](=[O:11])(=[O:12])[CH3:13])[cH:9]1)=[O:32].[Na+:37]. RXN SMILES: [CH2:1]([c:2]1[cH:3][cH:4][cH:5][cH:6][cH:7]1)[N:8]([CH:9]([CH:10]=[CH:11][c:12]1[c:13]([C:14](=[O:15])[OH:16])[cH:17][cH:18][cH:19][n:20]1)[CH2:21][c:22]1[c:23]([F:28])[cH:24][cH:25][cH:26][cH:27]1)[CH2:29][c:30]1[cH:31][cH:32][cH:33][cH:34][cH:35]1.[CH3:36][C:37]([CH3:38])([CH3:39])[NH2:40]>>[CH2:1]([c:2]1[cH:3][cH:4][cH:5][cH:6][cH:7]1)[N:8]([CH:9]([CH:10]=[CH:11][c:12]1[c:13]([C:14](=[O:15])[NH:40][C:37]([CH3:36])([CH3:38])[CH3:39])[cH:17][cH:18][cH:19][n:20]1)[CH2:21][c:22]1[c:23]([F:28])[cH:24][cH:25][cH:26][cH:27]1)[CH2:29][c:30]1[cH:31][cH:32][cH:33][cH:34][cH:35]1. Yields the product CC(C)(C)NC(=O)c1cccnc1C=CC(Cc1ccccc1F)N(Cc1ccccc1)Cc1ccccc1. Starting materials: O=C(O)c1cccnc1C=CC(Cc1ccccc1F)N(Cc1ccccc1)Cc1ccccc1, CC(C)(C)N.